Dataset: the Open Reaction Database (ORD), a public repository of structured organic reaction records. Task: describe an organic reaction: reactants, conditions, products, and yield The reactants are OC1=CC=C(C=C1)CC(=O)O (4-hydroxyphenyl acetic acid), O=S(Cl)Cl (SOCl2), C(CC)O (n-propanol). The product is OC1=CC=C(C=C1)CC(=O)OCCC (n-propyl 4-hydroxyphenylacetate). RXN SMILES: [OH:1][C:2]1[CH:7]=[CH:6][C:5]([CH2:8][C:9]([OH:11])=[O:10])=[CH:4][CH:3]=1.O=S(Cl)Cl.[CH2:16](O)[CH2:17][CH3:18]>>[OH:1][C:2]1[CH:3]=[CH:4][C:5]([CH2:8][C:9]([O:11][CH2:16][CH2:17][CH3:18])=[O:10])=[CH:6][CH:7]=1. Reported procedure: A mixture of 4-hydroxyphenyl acetic acid (9.12 g, 0.06 mol), n-propanol (40 mL) and SOCl2 (2 mL, 0.028 mol) was refluxed for 3 hours, then evaporated in vacuo. The residue was extracted with ethyl acetate (200 mL), washed with 10% Na2CO3, then water dried (MgSO4), and evaporated in vacuo to give n-propyl 4-hydroxyphenylacetate as an oil. A solution of n-propyl 4-hydroxyphenylacetate (5.8 g, 0.03 mol) in epichlorohydrin (50 mL) was refluxed in the presence of DBU (2 mL, 0.014 mol for 2 hours. Aft... Starting materials: OC(C(=O)O)C(O)(C(=O)O)CC(=O)O.[K] (hydroxy citric acid potassium), resultant solution, solution, [Ca] (calcium). The product is OC(C(=O)O)C(O)(C(=O)O)CC(=O)O (hydroxycitric acid). RXN SMILES: [OH:1][CH:2]([C:6]([CH2:11][C:12]([OH:14])=[O:13])([C:8]([OH:10])=[O:9])[OH:7])[C:3]([OH:5])=[O:4].[K].[Ca]>>[OH:1][CH:2]([C:6]([CH2:11][C:12]([OH:14])=[O:13])([C:8]([OH:10])=[O:9])[OH:7])[C:3]([OH:5])=[O:4] |f:0.1,^1:14|. Procedure: 50 g equivalent of the hydroxy citric acid—potassium salt solution from Example 2 was taken into a glass beaker fitted with a stirring arrangement. To this solution, 43 g of the dried calcium salt from Example 1 was added and the mixture was stirred to yield a clear solution. The resultant solution was spray dried to yield a salt of hydroxycitric acid with the following analysis: potassium content 11% to 18%, calcium content 5% to 12%, structural moisture 3% to 5% and hydroxycitric acid content ... The reactants are NC1=NC=CN=C1 (aminopyrazine), C[Si](C)(C)[N-][Si](C)(C)C.[Na+] (NaHMDS), ClC1=NC(=NC(=N1)N1CCOCC1)N1C(=NC2=C1C=CC=C2)C(F)F (1-[4-chloro-6-(4-morpholinyl)-1,3,5-triazin-2-yl]-2-(difluoromethyl)-1H-benzimidazole). The solvent is C1CCOC1 (THF), C1CCOC1 (THF), C(C)(=O)O (acetic acid), O (water). Reaction conditions: time 15 minute. Product: FC(C1=NC2=C(N1C1=NC(=NC(=N1)N1CCOCC1)NC1=NC=CN=C1)C=CC=C2)F (4-[2-(difluoromethyl)-1H-benzimidazol-1-yl]-6-(4-morpholinyl)-N-(2-pyrazinyl)-1,3,5-triazin-2-amine). Isolated yield 61.5%. As a reaction SMILES: [NH2:1][C:2]1[CH:7]=[N:6][CH:5]=[CH:4][N:3]=1.C[Si]([N-][Si](C)(C)C)(C)C.[Na+].Cl[C:19]1[N:24]=[C:23]([N:25]2[CH2:30][CH2:29][O:28][CH2:27][CH2:26]2)[N:22]=[C:21]([N:31]2[C:35]3[CH:36]=[CH:37][CH:38]=[CH:39][C:34]=3[N:33]=[C:32]2[CH:40]([F:42])[F:41])[N:20]=1>C1COCC1.C(O)(=O)C.O>[F:42][CH:40]([F:41])[C:32]1[N:31]([C:21]2[N:22]=[C:23]([N:25]3[CH2:26][CH2:27][O:28][CH2:29][CH2:30]3)[N:24]=[C:19]([NH:1][C:2]3[CH:7]=[N:6][CH:5]=[CH:4][N:3]=3)[N:20]=2)[C:35]2[CH:36]=[CH:37][CH:38]=[CH:39][C:34]=2[N:33]=1 |f:1.2|. Procedure details: To a solution of 0.219 g (2.30 mmol) of aminopyrazine in THF (5 mL) at 0° C. was added 1.3 mL of NaHMDS (2 M solution in THF), and the mixture was stirred for 15 min. A solution of 0.238 g (0.65 mmol) of 1-[4-chloro-6-(4-morpholinyl)-1,3,5-triazin-2-yl]-2-(difluoromethyl)-1H-benzimidazole in THF (6 mL) was added, and the resulting mixture was stirred for 1 hr at RT. After neutralization with acetic acid, the mixture was diluted with water and extracted with EtOAc. The organic layer was washed se...